From a dataset of the Open Reaction Database (ORD), a public repository of structured organic reaction records. describe an organic reaction: reactants, conditions, products, and yield Reactants: C(C)(C)[C@@H]1N(C(OC1)=O)C1=CC=C(C(=O)O)C=C1 ((S)-4-(4-isopropyl-2-oxooxazolidin-3-yl)benzoic acid), Cl.CC=1C(=NC=C(C1)C)N1CCNCC1 (1-(3,5-dimethylpyridin-2-yl)piperazine hydrochloride). The product is CC=1C(=NC=C(C1)C)N1CCN(CC1)C(=O)C1=CC=C(C=C1)N1C(OC[C@@H]1C(C)C)=O ((S)-3-{4-[4-(3,5-dimethylpyridin-2-yl)piperazine-1-carbonyl]phenyl}-4-isopropyloxazolidin-2-one). The yield is 69.3%. As a reaction SMILES: [CH:1]([C@H:4]1[CH2:8][O:7][C:6](=[O:9])[N:5]1[C:10]1[CH:18]=[CH:17][C:13]([C:14]([OH:16])=O)=[CH:12][CH:11]=1)([CH3:3])[CH3:2].Cl.[CH3:20][C:21]1[C:22]([N:28]2[CH2:33][CH2:32][NH:31][CH2:30][CH2:29]2)=[N:23][CH:24]=[C:25]([CH3:27])[CH:26]=1>>[CH3:20][C:21]1[C:22]([N:28]2[CH2:29][CH2:30][N:31]([C:14]([C:13]3[CH:12]=[CH:11][C:10]([N:5]4[C@@H:4]([CH:1]([CH3:2])[CH3:3])[CH2:8][O:7][C:6]4=[O:9])=[CH:18][CH:17]=3)=[O:16])[CH2:32][CH2:33]2)=[N:23][CH:24]=[C:25]([CH3:27])[CH:26]=1 |f:1.2|. Procedure details: By reaction and treatment in the same manner as in Example 49 and using (S)-4-(4-isopropyl-2-oxooxazolidin-3-yl)benzoic acid (496 mg) described in Preparation Example 80 and 1-(3,5-dimethylpyridin-2-yl)piperazine hydrochloride (455 mg) described in Preparation Example 64, the title compound (583 mg) was obtained. Starting materials: NC1=CC(=C(C=C1)C(CO)CO)C (2-(4-Amino-2-methylphenyl)-1,3-propanediol), S(=O)(Cl)Cl (thionylchloride), ClCCl.O1CCOCC1 (dichloromethane dioxane). The product is S(=O)(O)OCC(CO)C1=C(C=C(C=C1)N)C (2-(4-amino-2-methylphenyl)-1,3-propanediol sulphite). Yield: 90.0%. RXN SMILES: [NH2:1][C:2]1[CH:7]=[CH:6][C:5]([CH:8]([CH2:11][OH:12])[CH2:9][OH:10])=[C:4]([CH3:13])[CH:3]=1.[S:14](Cl)(Cl)=[O:15].ClCCl.[O:21]1CCOCC1>>[S:14]([O:10][CH2:9][CH:8]([C:5]1[CH:6]=[CH:7][C:2]([NH2:1])=[CH:3][C:4]=1[CH3:13])[CH2:11][OH:12])([OH:15])=[O:21] |f:2.3|. Reported procedure: (c') 2-(4-Amino-2-methylphenyl)-1,3-propanediol (0.8 g; 4.4 mmol) was taken up in dichloromethane/dioxane (1/1; 20 ml), and thionylchloride (1.6 g; 13.2 mmol) was added over 30 minutes, at room temperature. The solution was heated under reflux with stirring for an additional hour. The solvent was evaporated, the residue was neutralized with a NaHCO3 solution in water and the aqueous solution was thoroughly extracted with dichloromethane. The organic layers were dried over MgSO4 and evaporated to... The reactants are O (water), FC=1C=C(C=CC1F)O (3,4-difluorophenol), C([O-])([O-])=O.[Cs+].[Cs+] (cesium carbonate), COCCBr (2-methoxyethyl bromide). The solvent is CN(C=O)C (N,N-dimethylformamide). Run at time 4 day. Yields the product FC1=C(C(=O)O)C(=CC=C1F)OCCOC (2,3-difluoro-6-(2-methoxyethoxy)benzoic acid). Reaction SMILES: [F:1][C:2]1[CH:3]=[C:4]([OH:9])[CH:5]=[CH:6][C:7]=1[F:8].[C:10](=[O:13])([O-])[O-:11].[Cs+].[Cs+].[CH3:16][O:17][CH2:18][CH2:19]Br.O>CN(C)C=O>[F:1][C:2]1[C:7]([F:8])=[CH:6][CH:5]=[C:4]([O:9][CH2:19][CH2:18][O:17][CH3:16])[C:3]=1[C:10]([OH:11])=[O:13] |f:1.2.3|. Procedure: To a suspension of 3,4-difluorophenol (1.43 g) and cesium carbonate (4.89 g) in N,N-dimethylformamide (10 mL) was added 2-methoxyethyl bromide (0.94 mL), and the mixture was stirred at room temperature for 4 days. The reaction mixture was poured into water, and the resulting mixture was extracted with diethyl ether. The extract was washed with 1 mol/L aqueous sodium hydroxide solution, water and brine successively, and dried over anhydrous sodium sulfate. The solvent was removed under reduced pr... Reactants: FC(C1=C(C#N)C=CC=C1)(F)F (2-trifluoromethylbenzonitrile), C(C)#N (acetonitrile), [NH2-].[Na+] (sodium amide). Run in CCOCC (ether). Yields the product NC(=CC#N)C1=C(C=CC=C1)C(F)(F)F (β-amino-2-trifluoromethylcinnamonitrile). The yield is 67.2%. RXN SMILES: [F:1][C:2]([F:12])([F:11])[C:3]1[CH:10]=[CH:9][CH:8]=[CH:7][C:4]=1[C:5]#[N:6].[C:13](#[N:15])[CH3:14].[NH2-].[Na+]>CCOCC>[NH2:6][C:5]([C:4]1[CH:7]=[CH:8][CH:9]=[CH:10][C:3]=1[C:2]([F:11])([F:12])[F:1])=[CH:14][C:13]#[N:15] |f:2.3|. Procedure: A mixture consisting of 9.3 g of 2-trifluoromethylbenzonitrile, 4.5 g of acetonitrile, 4.3 g of sodium amide and 100 ml of ether is stirred and refluxed under nitrogen over night. The resulting solid is collected on a Buchner-funnel, washed with ether and dissolved in approximately 100 ml of cold ethanol. Crushed ice is added to this solution until the total volume is about 700 ml. This mixture is allowed to stand for several hours. The resulting solid precipitate is collected by filtration then... The reactants are CNCCO, CCC(C)=O, COc1ccccc1OCCCc1oc(Cl)nc1-c1ccc(Cl)cc1, O. Product: COc1ccccc1OCCCc1oc(N(C)CCO)nc1-c1ccc(Cl)cc1. Reaction SMILES: [CH3:26][NH:27][CH2:28][CH2:29][OH:30].[CH3:31][C:32](=[O:33])[CH2:34][CH3:35].[Cl:1][c:2]1[o:3][c:4]([CH2:14][CH2:15][CH2:16][O:17][c:18]2[c:19]([O:24][CH3:25])[cH:20][cH:21][cH:22][cH:23]2)[c:5](-[c:7]2[cH:8][cH:9][c:10]([Cl:13])[cH:11][cH:12]2)[n:6]1.[OH2:36]>>[c:2]1([N:27]([CH3:26])[CH2:28][CH2:29][OH:30])[o:3][c:4]([CH2:14][CH2:15][CH2:16][O:17][c:18]2[c:19]([O:24][CH3:25])[cH:20][cH:21][cH:22][cH:23]2)[c:5](-[c:7]2[cH:8][cH:9][c:10]([Cl:13])[cH:11][cH:12]2)[n:6]1. Starting materials: N1=CC=CC(=C1C(=O)O)C(=O)O (pyridine-5,6-dicarboxylic acid). Run in C(C)(=O)OC(C)=O (acetic anhydride). Reaction conditions: temperature 70 celsius. Yields the product N1=CC=CC2=C1C(=O)OC2=O (pyridine-5,6-dicarboxylic anhydride). The yield is 97.0%. RXN SMILES: [N:1]1[C:6]([C:7]([OH:9])=O)=[C:5]([C:10]([OH:12])=[O:11])[CH:4]=[CH:3][CH:2]=1>C(OC(=O)C)(=O)C>[N:1]1[C:6]2[C:7]([O:12][C:10](=[O:11])[C:5]=2[CH:4]=[CH:3][CH:2]=1)=[O:9]. Procedure: A suspension of 2-methyloxazolo 5,4-b!pyridine-5,6-dicarboxylic acid (4.84 g, 0.0218 mol) in acetic anhydride (150 mL) is slowly heated to 70° C. at which point all the solids dissolve forming a yellow solution. The reaction mixture is heated at 70° C. overnight, cooled to room temperature, and concentrated in vacuo. Xylene is added to remove excess acetic anhydride by codistillation. 2-Methyloxazolo 5,4-b!pyridine-5,6-dicarboxylic anhydride is obtained as a pale yellow solid in 97% yield meltin... Starting materials: N1C=NC=C1 (imidazole), Cl[Si](C)(C)C(C)(C)C (chloro-tert-butyldimethyl silane), CO[C@@H](C=O)[C@H](OC)[C@@H](OC)[C@@H](O)C (Tri-O-methylrhamnose). Run in C(Cl)Cl (CH2Cl2). Conditions: time 3 day. Yields the product C(C)(C)(C)[Si](O[C@@H]1O[C@H]([C@@H]([C@H]([C@H]1OC)OC)OC)C)(C)C (tert-butyl-dimethyl-((2S,3R,4R,5S,6S)-3,4,5-trimethoxy-6-methyl-tetrahydropyran-2-yloxy)-silane). The yield is 41.2%. RXN SMILES: [CH3:1][O:2][C@H:3]([C@@H:6]([C@H:9]([C@H:12]([CH3:14])[OH:13])[O:10][CH3:11])[O:7][CH3:8])[CH:4]=[O:5].N1C=CN=C1.Cl[Si:21]([C:24]([CH3:27])([CH3:26])[CH3:25])([CH3:23])[CH3:22]>C(Cl)Cl>[C:24]([Si:21]([CH3:23])([CH3:22])[O:5][C@H:4]1[C@H:3]([O:2][CH3:1])[C@H:6]([O:7][CH3:8])[C@@H:9]([O:10][CH3:11])[C@H:12]([CH3:14])[O:13]1)([CH3:27])([CH3:26])[CH3:25]. Procedure details: Tri-O-methylrhamnose (20.0 g, 97.0 mmol) was dissolved in CH2Cl2 (400 mL) and treated with imidazole (10.0 g, 147 mmol) and chloro-tert-butyldimethyl silane (TBSCl; 20.0 g, 132 mmol). After 3 days (d), the reaction mixture was partitioned between water (H2O) and CH2Cl2, and the organic layer was washed with brine, dried over sodium sulfate (Na2SO4) and concentrated. The crude residue was further purified by chromatography on silica gel (10-20% ethyl acetate (EtOAc) in petroleum ether as eluant) ...